Dataset: the Open Reaction Database (ORD), a public repository of structured organic reaction records. Task: describe an organic reaction: reactants, conditions, products, and yield Starting materials: ClC=1C=C(C=CC1)C1=CC(N(C2=CC=C(C=C12)C(C=1N(C=NC1)C)(N=CC1=CC=C(C=C1)OC)C=1C=NC(=CC1)Cl)CC1CC1)=O (4-(3-chloro-phenyl)-6-[(6-chloro-pyridin-3-yl)-[(4-methoxy-benzylidene)amino]-(3-methyl-3H-imidazol-4-yl)-methyl]-1-cyclopropylmethyl-1H-quinolin-2-one), C(C)(=O)OCC (ethyl acetate), Cl (hydrochloric acid), C([O-])([O-])=O.[K+].[K+] (potassium carbonate). Run in C1CCOC1 (THF). Run at time 1.5 hour. Yields the product NC(C=1C=C2C(=CC(N(C2=CC1)CC1CC1)=O)C1=CC(=CC=C1)Cl)(C=1N(C=NC1)C)C=1C=NC(=CC1)Cl ((+)-6-[Amino-(6-Chloro-Pyridin-3-yl)-(3-Methyl-3H-Imidazol-4-yl)-Methyl]-4-(3-Chloro-Phenyl)-1-Cyclopropylmethyl-1H-Quinolin-2-One). The yield is 91.4%. Reaction SMILES: [Cl:1][C:2]1[CH:3]=[C:4]([C:8]2[C:17]3[C:12](=[CH:13][CH:14]=[C:15]([C:18]([C:35]4[CH:36]=[N:37][C:38]([Cl:41])=[CH:39][CH:40]=4)([N:25]=CC4C=CC(OC)=CC=4)[C:19]4[N:20]([CH3:24])[CH:21]=[N:22][CH:23]=4)[CH:16]=3)[N:11]([CH2:42][CH:43]3[CH2:45][CH2:44]3)[C:10](=[O:46])[CH:9]=2)[CH:5]=[CH:6][CH:7]=1.Cl.C(=O)([O-])[O-].[K+].[K+].C(OCC)(=O)C>C1COCC1>[NH2:25][C:18]([C:35]1[CH:36]=[N:37][C:38]([Cl:41])=[CH:39][CH:40]=1)([C:19]1[N:20]([CH3:24])[CH:21]=[N:22][CH:23]=1)[C:15]1[CH:16]=[C:17]2[C:12](=[CH:13][CH:14]=1)[N:11]([CH2:42][CH:43]1[CH2:44][CH2:45]1)[C:10](=[O:46])[CH:9]=[C:8]2[C:4]1[CH:5]=[CH:6][CH:7]=[C:2]([Cl:1])[CH:3]=1 |f:2.3.4|. Procedure details: To a solution of the title compound of Example 45, the slower moving enantiomer of 4-(3-chloro-phenyl)-6-[(6-chloro-pyridin-3-yl)-[(4-methoxy-benzylidene)amino]-(3-methyl-3H-imidazol-4-yl)-methyl]-1-cyclopropylmethyl-1H-quinolin-2-one (1.41 g, 1.74 mmol) in THF (200 ml) was added 2N hydrochloric acid (20 ml) slowly. The reaction mixture was stirred at ambient temperature for 1.5 hour after which time it was cooled to 0° C. An aqueous solution of potassium carbonate was added followed by addition... Reactants: CCn1cc(C(=O)O)c(=O)c2cc(F)c(-c3ccc(N)cc3)cc21, O=CO. Yields the product CCn1cc(C(=O)O)c(=O)c2cc(F)c(-c3ccc(NC=O)cc3)cc21. As a reaction SMILES: [CH2:1]([CH3:2])[n:3]1[cH:4][c:5]([C:22](=[O:23])[OH:24])[c:6](=[O:21])[c:7]2[cH:8][c:9]([F:20])[c:10](-[c:13]3[cH:14][cH:15][c:16]([NH2:19])[cH:17][cH:18]3)[cH:11][c:12]12.[CH:25](=[O:26])[OH:27]>>[CH2:1]([CH3:2])[n:3]1[cH:4][c:5]([C:22](=[O:23])[OH:24])[c:6](=[O:21])[c:7]2[cH:8][c:9]([F:20])[c:10](-[c:13]3[cH:14][cH:15][c:16]([NH:19][CH:25]=[O:26])[cH:17][cH:18]3)[cH:11][c:12]12. The reactants are N(=[N+]=[N-])C=1C=C(C(=O)NC2=C(C(=CC(=C2)C(C)(C)C)NS(=O)(=O)C)OC)C=CC1C (3-azido-N-(5-tert-butyl-3-methanesulfonylamino-2-methoxy-phenyl)-4-methyl-benzamide), Cl.C(#C)C1=CC=NC=C1 (4-ethynyl pyridine hydrochloride). The product is C(C)(C)(C)C=1C=C(C(=C(C1)NC(C1=CC(=C(C=C1)C)N1N=NC(=C1)C1=CC=NC=C1)=O)OC)NS(=O)(=O)C (N-(5-tert-Butyl-3-methanesulfonylamino-2-methoxy-phenyl)-4-methyl-3-(4-pyridin-4-yl-[1,2,3]triazol-1-yl)-benzamide). RXN SMILES: [N:1]([C:4]1[CH:5]=[C:6]([CH:27]=[CH:28][C:29]=1[CH3:30])[C:7]([NH:9][C:10]1[CH:15]=[C:14]([C:16]([CH3:19])([CH3:18])[CH3:17])[CH:13]=[C:12]([NH:20][S:21]([CH3:24])(=[O:23])=[O:22])[C:11]=1[O:25][CH3:26])=[O:8])=[N+:2]=[N-:3].Cl.[C:32]([C:34]1[CH:39]=[CH:38][N:37]=[CH:36][CH:35]=1)#[CH:33]>>[C:16]([C:14]1[CH:13]=[C:12]([NH:20][S:21]([CH3:24])(=[O:22])=[O:23])[C:11]([O:25][CH3:26])=[C:10]([NH:9][C:7](=[O:8])[C:6]2[CH:27]=[CH:28][C:29]([CH3:30])=[C:4]([N:1]3[CH:33]=[C:32]([C:34]4[CH:39]=[CH:38][N:37]=[CH:36][CH:35]=4)[N:3]=[N:2]3)[CH:5]=2)[CH:15]=1)([CH3:18])([CH3:19])[CH3:17] |f:1.2|. Procedure: Example 17 was prepared from 3-azido-N-(5-tert-butyl-3-methanesulfonylamino-2-methoxy-phenyl)-4-methyl-benzamide and 4-ethynyl pyridine hydrochloride (Aldrich) in the same manner as Example 15. ESI MS m/z 535 [C27H30N6O4S+H]+. Starting materials: C(C)OC(=O)C=1C=NN(C1C)C1=NC=C(C(=C1)C)I (1-(5-Iodo-4-methylpyridin-2-yl)-5-methyl-1H-pyrazole-4-carboxylic acid ethyl ester), C(C)[Si](C(F)(F)F)(CC)CC (triethyl(trifluoromethyl)silane), [F-].[K+] (potassium fluoride). Reagents/catalysts: [Cu]I (copper(I) iodide). Run in CN(C=O)C (N,N-dimethylformamide), CN1C(CCC1)=O (N-methylpyrrolidone). The product is C(C)OC(=O)C=1C=NN(C1C)C1=NC=C(C(=C1)C)C(F)(F)F (5-methyl-1-[4-methyl-5-(trifluoromethyl)pyridin-2-yl]-1H-pyrazole-4-carboxylic acid ethyl ester). As a reaction SMILES: [CH2:1]([O:3][C:4]([C:6]1[CH:7]=[N:8][N:9]([C:12]2[CH:17]=[C:16]([CH3:18])[C:15](I)=[CH:14][N:13]=2)[C:10]=1[CH3:11])=[O:5])[CH3:2].C([Si](CC)(CC)[C:23]([F:26])([F:25])[F:24])C.[F-].[K+]>CN(C)C=O.CN1CCCC1=O.[Cu]I>[CH2:1]([O:3][C:4]([C:6]1[CH:7]=[N:8][N:9]([C:12]2[CH:17]=[C:16]([CH3:18])[C:15]([C:23]([F:26])([F:25])[F:24])=[CH:14][N:13]=2)[C:10]=1[CH3:11])=[O:5])[CH3:2] |f:2.3|. Procedure: 1-(5-Iodo-4-methylpyridin-2-yl)-5-methyl-1H-pyrazole-4-carboxylic acid ethyl ester (395 mg), copper(I) iodide (1.13 g), triethyl(trifluoromethyl)silane (1.11 ml), and potassium fluoride (345 mg) were suspended in N,N-dimethylformamide (6.2 ml) and N-methylpyrrolidone (6.2 ml), and stirred at 70° C. for 9 hours. After completion of the reaction, the mixture was allowed to cool, extracted with ethyl acetate, the obtained organic layer was sequentially washed with 28% ammonia water, water, and satu... Reactants: COc1cc(C#CC(=O)O)ccc1-n1cnc(C)c1, ClC(Cl)Cl, NC1c2ccccc2-c2ccccc21, CN(C)C=O, O. Yields the product COc1cc(C#CC(=O)NC2c3ccccc3-c3ccccc32)ccc1-n1cnc(C)c1. As a reaction SMILES: [CH3:6][O:7][c:8]1[cH:9][c:10]([C:20]#[C:21][C:22](=[O:23])[OH:24])[cH:11][cH:12][c:13]1-[n:14]1[cH:15][n:16][c:17]([CH3:19])[cH:18]1.[CH:40]([Cl:41])([Cl:42])[Cl:43].[NH2:25][CH:26]1[c:27]2[cH:28][cH:29][cH:30][cH:31][c:32]2-[c:33]2[cH:34][cH:35][cH:36][cH:37][c:38]21.[O:1]=[CH:2][N:3]([CH3:4])[CH3:5].[OH2:39]>>[CH3:6][O:7][c:8]1[cH:9][c:10]([C:20]#[C:21][C:22](=[O:24])[NH:25][CH:26]2[c:27]3[cH:28][cH:29][cH:30][cH:31][c:32]3-[c:33]3[cH:34][cH:35][cH:36][cH:37][c:38]32)[cH:11][cH:12][c:13]1-[n:14]1[cH:15][n:16][c:17]([CH3:19])[cH:18]1. The reactants are C(C1=CC=CC=C1)OC(=O)NC1C(NC2=C(C(=N1)C1=CC=CC=C1)C=CC=C2)=O (3-(benzoxycarbonyl)amino-2,3-dihydro-5-phenyl-1H-1,4-benzodiazepin-2-one), CC(C)([O-])C.[K+] (potassium tert-butoxide), FC(CCCBr)(F)F (4,4,4-trifluoro-1-bromobutane). The solvent is O (water), C(Cl)Cl (methylene chloride), CN(C)C=O (DMF). Product: C(C1=CC=CC=C1)OC(=O)NC1C(N(C2=C(C(=N1)C1=CC=CC=C1)C=CC=C2)CCCC(F)(F)F)=O (3-(Benzoxycarbonyl)amino-2,3-dihydro-1-(4,4,4-trifluorobutyl)-5-phenyl-1H-1,4-benzodiazepin-2-one). As a reaction SMILES: [CH2:1]([O:8][C:9]([NH:11][CH:12]1[N:18]=[C:17]([C:19]2[CH:24]=[CH:23][CH:22]=[CH:21][CH:20]=2)[C:16]2[CH:25]=[CH:26][CH:27]=[CH:28][C:15]=2[NH:14][C:13]1=[O:29])=[O:10])[C:2]1[CH:7]=[CH:6][CH:5]=[CH:4][CH:3]=1.CC(C)([O-])C.[K+].[F:36][C:37]([F:43])([F:42])[CH2:38][CH2:39][CH2:40]Br>CN(C=O)C.O.C(Cl)Cl>[CH2:1]([O:8][C:9]([NH:11][CH:12]1[N:18]=[C:17]([C:19]2[CH:24]=[CH:23][CH:22]=[CH:21][CH:20]=2)[C:16]2[CH:25]=[CH:26][CH:27]=[CH:28][C:15]=2[N:14]([CH2:40][CH2:39][CH2:38][C:37]([F:43])([F:42])[F:36])[C:13]1=[O:29])=[O:10])[C:2]1[CH:7]=[CH:6][CH:5]=[CH:4][CH:3]=1 |f:1.2|. Reported procedure: To a solution of 3-(benzoxycarbonyl)amino-2,3-dihydro-5-phenyl-1H-1,4-benzodiazepin-2-one (3.7 g, 9.61 mmol) in 40 mL of anhydrous DMF at 0° C. was added potassium tert-butoxide (1.6 g, 14.4 mmol) in one portion. The reaction mixture was stirred 20 m. and 4,4,4-trifluoro-1-bromobutane (Lancaster; Windham, N.H.; 2.6 g, 13.4 mmol) was added. The reaction mixture was warmed to room temperature over 30 min. and the n diluted with 100 mL of water and 200 mL of methylene chloride. The layers were sepa...